Dataset: the Open Reaction Database (ORD), a public repository of structured organic reaction records. Task: describe an organic reaction: reactants, conditions, products, and yield The reactants are Cc1ccccc1, O=C=NCc1ccc(Cl)cc1Cl, Cc1cc2c(N)cccc2cn1. Product: Cc1cc2c(NC(=O)NCc3ccc(Cl)cc3Cl)cccc2cn1. RXN SMILES: [CH3:25][c:26]1[cH:27][cH:28][cH:29][cH:30][cH:31]1.[Cl:13][c:14]1[c:15]([CH2:21][N:22]=[C:23]=[O:24])[cH:16][cH:17][c:18]([Cl:20])[cH:19]1.[NH2:1][c:2]1[c:3]2[cH:4][c:5]([CH3:12])[n:6][cH:7][c:8]2[cH:9][cH:10][cH:11]1>>[NH:1]([c:2]1[c:3]2[cH:4][c:5]([CH3:12])[n:6][cH:7][c:8]2[cH:9][cH:10][cH:11]1)[C:23]([NH:22][CH2:21][c:15]1[c:14]([Cl:13])[cH:19][c:18]([Cl:20])[cH:17][cH:16]1)=[O:24].